Dataset: the Open Reaction Database (ORD), a public repository of structured organic reaction records. Task: describe an organic reaction: reactants, conditions, products, and yield RXN SMILES: Cl.[NH:2]1[CH2:7][CH2:6][C:5]([C:8]2[CH:13]=[CH:12][C:11]([C:14]3[CH2:18][CH:17]([CH2:19][O:20][C:21]4[CH:25]=[CH:24][O:23][N:22]=4)[O:16][N:15]=3)=[CH:10][CH:9]=2)=[CH:4][CH2:3]1.CC1(C)[O:31][C@H:30]([C:32](Cl)=O)[CH2:29][O:28]1>>[OH:31][C@H:30]([CH2:29][OH:28])[CH2:32][N:2]1[CH2:7][CH2:6][C:5]([C:8]2[CH:13]=[CH:12][C:11]([C:14]3[CH2:18][CH:17]([CH2:19][O:20][C:21]4[CH:25]=[CH:24][O:23][N:22]=4)[O:16][N:15]=3)=[CH:10][CH:9]=2)=[CH:4][CH2:3]1 |f:0.1|. Product: O[C@@H](CN1CC=C(CC1)C1=CC=C(C=C1)C1=NOC(C1)COC1=NOC=C1)CO ((5RS)-3-(4-((2S)-2.3-Dihydroxypropyl-1.2.5.6-tetrahydropyrid-4-yl)phenyl)-5-isoxazol-3-yloxymethyl-4,5-dihydroisoxazole). Starting materials: Cl.N1CC=C(CC1)C1=CC=C(C=C1)C1=NOC(C1)COC1=NOC=C1 ((5RS)-3-(4-(1,2,5,6-Tetrahydropyrid-4-yl)phenyl)-5-isoxazol-3-yloxymethyl-4,5-dihydro-isoxazole hydrochloride), CC1(OC[C@H](O1)C(=O)Cl)C ((4S)-2,2-dimethyl-1,3-dioxolan-4-ylcarbonyl chloride). Procedure details: (5RS)-3-(4-(1,2,5,6-Tetrahydropyrid-4-yl)phenyl)-5-isoxazol-3-yloxymethyl-4,5-dihydro-isoxazole hydrochloride (300 mg, 0.83 mM) was treated with (4S)-2,2-dimethyl-1,3-dioxolan-4-ylcarbonyl chloride under essentially the conditions of Example 2. Crude product was chromatographed on a 20 g silica Mega Bond Elut® column, eluting with 5% methanol in dichloromethane. Relevant fractions were combined to give the desired product (43 mg). Yields the product FC(C=1C=C(C(=O)C2=C(C(=O)Cl)C=CC=N2)C=CC1)(F)F (2-(3-trifluoromethylbenzoyl)nicotinoyl chloride). Reactants: FC(C=1C=C(C(=O)C2=C(C(=O)O)C=CC=N2)C=CC1)(F)F (2-(3-trifluoromethylbenzoyl)nicotinic acid), S(=O)(Cl)Cl (thionyl chloride). RXN SMILES: [F:1][C:2]([F:21])([F:20])[C:3]1[CH:4]=[C:5]([CH:17]=[CH:18][CH:19]=1)[C:6]([C:8]1[N:16]=[CH:15][CH:14]=[CH:13][C:9]=1[C:10](O)=[O:11])=[O:7].S(Cl)([Cl:24])=O>>[F:1][C:2]([F:21])([F:20])[C:3]1[CH:4]=[C:5]([CH:17]=[CH:18][CH:19]=1)[C:6]([C:8]1[N:16]=[CH:15][CH:14]=[CH:13][C:9]=1[C:10]([Cl:24])=[O:11])=[O:7]. Procedure: A mixture of 2-(3-trifluoromethylbenzoyl)nicotinic acid (1.8 g) and thionyl chloride (10 ml) was heated at reflux for 3.5 hours. Excess reagent was removed by evaporation to yield 2-(3-trifluoromethylbenzoyl)nicotinoyl chloride as a red-brown gum (2 g) which was used in the next step without further purification. Starting materials: CN(C)C=O, CN(C(=O)OC(C)(C)C)c1cc(Cl)ccc1[N+](=O)[O-], [H-], [Na+], Oc1ccccc1-c1ccccc1. Product: CN(C(=O)OC(C)(C)C)c1cc(Oc2ccccc2-c2ccccc2)ccc1[N+](=O)[O-]. As a reaction SMILES: [CH3:35][N:36]([CH3:37])[CH:38]=[O:39].[Cl:14][c:15]1[cH:16][cH:17][c:18]([N+:30](=[O:31])[O-:32])[c:19]([N:21]([C:22]([O:23][C:24]([CH3:25])([CH3:26])[CH3:27])=[O:28])[CH3:29])[cH:20]1.[H-:33].[Na+:34].[c:1]1(-[c:7]2[c:8]([OH:13])[cH:9][cH:10][cH:11][cH:12]2)[cH:2][cH:3][cH:4][cH:5][cH:6]1>>[c:1]1(-[c:7]2[c:8]([O:13][c:15]3[cH:16][cH:17][c:18]([N+:30](=[O:31])[O-:32])[c:19]([N:21]([C:22]([O:23][C:24]([CH3:25])([CH3:26])[CH3:27])=[O:28])[CH3:29])[cH:20]3)[cH:9][cH:10][cH:11][cH:12]2)[cH:2][cH:3][cH:4][cH:5][cH:6]1. Reactants: O (water), BrC1=CN=C2N1C1=C(NC3=C2C=CC=C3)N=CC=C1 (3-bromo-9H-imidazo[1,2-d]pyrido[2,3-b][1,4]benzodiazepine), CC1(OB(OC1(C)C)C1=CC=C(C=C1)C1(CCC1)NC(OC(C)(C)C)=O)C (tert-butyl {1-[4-(4,4,5,5-tetramethyl-1,3,2-dioxaborolan-2-yl)phenyl]cyclobutyl}carbamate), C(=O)(O)[O-].[Na+] (NaHCO3). The reagents and catalysts are C=1C=CC(=CC1)[P](C=2C=CC=CC2)(C=3C=CC=CC3)[Pd]([P](C=4C=CC=CC4)(C=5C=CC=CC5)C=6C=CC=CC6)([P](C=7C=CC=CC7)(C=8C=CC=CC8)C=9C=CC=CC9)[P](C=1C=CC=CC1)(C=1C=CC=CC1)C=1C=CC=CC1 (tetrakis(triphenylphosphine)palladium(0)). The solvent is C=1(C(=CC=CC1)CCO)C (toluene-ethanol). Yields the product N=1C=C(N2C3=C(NC4=C(C21)C=CC=C4)N=CC=C3)C3=CC=C(C=C3)C3(CCC3)NC(OC(C)(C)C)=O (tert-butyl {1-[4-(9H-imidazo[1,2-d]pyrido[2,3-b][1,4]benzodiazepin-3-yl)phenyl]cyclobutyl}carbamate). Reaction SMILES: Br[C:2]1[N:6]2[C:7]3[CH:19]=[CH:18][CH:17]=[N:16][C:8]=3[NH:9][C:10]3[CH:15]=[CH:14][CH:13]=[CH:12][C:11]=3[C:5]2=[N:4][CH:3]=1.CC1(C)C(C)(C)OB([C:28]2[CH:33]=[CH:32][C:31]([C:34]3([NH:38][C:39](=[O:45])[O:40][C:41]([CH3:44])([CH3:43])[CH3:42])[CH2:37][CH2:36][CH2:35]3)=[CH:30][CH:29]=2)O1.C([O-])(O)=O.[Na+].O>C1(C)C(CCO)=CC=CC=1.C1C=CC([P]([Pd]([P](C2C=CC=CC=2)(C2C=CC=CC=2)C2C=CC=CC=2)([P](C2C=CC=CC=2)(C2C=CC=CC=2)C2C=CC=CC=2)[P](C2C=CC=CC=2)(C2C=CC=CC=2)C2C=CC=CC=2)(C2C=CC=CC=2)C2C=CC=CC=2)=CC=1>[N:4]1[CH:3]=[C:2]([C:28]2[CH:29]=[CH:30][C:31]([C:34]3([NH:38][C:39](=[O:45])[O:40][C:41]([CH3:43])([CH3:42])[CH3:44])[CH2:35][CH2:36][CH2:37]3)=[CH:32][CH:33]=2)[N:6]2[C:5]=1[C:11]1[CH:12]=[CH:13][CH:14]=[CH:15][C:10]=1[NH:9][C:8]1[N:16]=[CH:17][CH:18]=[CH:19][C:7]2=1 |f:2.3,^1:66,68,87,106|. Procedure details: A mixture of 3-bromo-9H-imidazo[1,2-d]pyrido[2,3-b][1,4]benzodiazepine (1.48 g, 4.7 mmol), tert-butyl {1-[4-(4,4,5,5-tetramethyl-1,3,2-dioxaborolan-2-yl)phenyl]cyclobutyl}carbamate (2.12 g, 5.7 mmol), sat.NaHCO3 (4 mL), and tetrakis(triphenylphosphine)palladium(0) (0.55 g, 0.47 mmol) in toluene-ethanol (1/1, 40 mL) was heated to refluxed temperature for 15 hours. After cooling to room temperature the reaction mixture was poured into water and extracted with ethyl acetate. The organic layers were...